This data is from the Open Reaction Database (ORD), a public repository of structured organic reaction records. The task is: describe an organic reaction: reactants, conditions, products, and yield The reactants are Cc1cccc(OCC2CO2)c1, CO, c1ccc(CNCCOc2ccc(-n3ccnc3)cc2)cc1. Product: Cc1cccc(OCC(O)CN(CCOc2ccc(-n3ccnc3)cc2)Cc2ccccc2)c1. As a reaction SMILES: [CH3:1][c:2]1[cH:3][c:4]([O:8][CH2:9][CH:10]2[CH2:11][O:12]2)[cH:5][cH:6][cH:7]1.[CH3:35][OH:36].[n:13]1(-[c:18]2[cH:19][cH:20][c:21]([O:22][CH2:23][CH2:24][NH:25][CH2:26][c:27]3[cH:28][cH:29][cH:30][cH:31][cH:32]3)[cH:33][cH:34]2)[cH:14][n:15][cH:16][cH:17]1>>[CH3:1][c:2]1[cH:3][c:4]([O:8][CH2:9][CH:10]([CH2:11][N:25]([CH2:24][CH2:23][O:22][c:21]2[cH:20][cH:19][c:18](-[n:13]3[cH:14][n:15][cH:16][cH:17]3)[cH:34][cH:33]2)[CH2:26][c:27]2[cH:28][cH:29][cH:30][cH:31][cH:32]2)[OH:12])[cH:5][cH:6][cH:7]1. Reactants: CC1=NN(C(=C1C=1C=C(C(=O)O)C=CC1)C)C1=CC=C(C=C1)CCNC(=O)NS(=O)(=O)C1=CC=C(C=C1)C (3-[3,5-Dimethyl-1-(4-{2-[({[(4-methylphenyl)sulfonyl]amino}carbonyl) amino]ethyl}phenyl)-1H-pyrazol-4-yl]benzoic Acid), C([O-])(O)=O.[NH4+] (ammonium bicarbonate), N1=CC=CC=C1 (pyridine), C(C)(C)(C)OC(=O)OC(=O)OC(C)(C)C (di-t-butyldicarbonate). Run in CN(C=O)C (N,N-dimethylformamide), CN(C=O)C (N,N-dimethylformamide). Reaction conditions: time 1 day. Yields the product CC1=NN(C(=C1C=1C=C(C(=O)N)C=CC1)C)C1=CC=C(C=C1)CCNC(=O)NS(=O)(=O)C1=CC=C(C=C1)C (3-[3,5-Dimethyl-1-(4-{2-[({[(4-methylphenyl)sulfonyl]amino}carbonyl) amino]ethyl}phenyl)-1H-pyrazol-4-yl]benzamide). Isolated yield 10.0%. RXN SMILES: [CH3:1][C:2]1[C:6]([C:7]2[CH:8]=[C:9]([CH:13]=[CH:14][CH:15]=2)[C:10](O)=[O:11])=[C:5]([CH3:16])[N:4]([C:17]2[CH:22]=[CH:21][C:20]([CH2:23][CH2:24][NH:25][C:26]([NH:28][S:29]([C:32]3[CH:37]=[CH:36][C:35]([CH3:38])=[CH:34][CH:33]=3)(=[O:31])=[O:30])=[O:27])=[CH:19][CH:18]=2)[N:3]=1.C(=O)(O)[O-].[NH4+].[N:44]1C=CC=CC=1.C(OC(OC(OC(C)(C)C)=O)=O)(C)(C)C>CN(C)C=O>[CH3:1][C:2]1[C:6]([C:7]2[CH:8]=[C:9]([CH:13]=[CH:14][CH:15]=2)[C:10]([NH2:44])=[O:11])=[C:5]([CH3:16])[N:4]([C:17]2[CH:18]=[CH:19][C:20]([CH2:23][CH2:24][NH:25][C:26]([NH:28][S:29]([C:32]3[CH:33]=[CH:34][C:35]([CH3:38])=[CH:36][CH:37]=3)(=[O:31])=[O:30])=[O:27])=[CH:21][CH:22]=2)[N:3]=1 |f:1.2|. Procedure details: To a solution of 3-[3,5-dimethyl-1-(4-{2-[({[(4-methylphenyl)sulfonyl]amino}carbonyl)amino]ethyl}phenyl)-1H-pyrazol-4-yl]benzoic acid (step 6, 270 mg, 0.52 mmol) in N,N-dimethylformamide (1 mL) was added ammonium bicarbonate (45 mg, 0.57 mmol), pyridine (0.35 mL) and a solution of di-t-butyldicarbonate (120 mg, 0.57 mmol) in N,N-dimethylformamide (1 mL). The mixture was stirred at room temperature for 1 day. After dilution with water (10 mL), extraction with ethyl acetate (30 mL×3) was followed.... Reactants: OCC(CS)(CCC)CO (2,2-di-hydroxymethyl-pentan-1-thiol), COC(C1=CC=C(C=C1)Br)(OC)OC (trimethyl 4-bromo-orthobenzoate). Yields the product BrC1=CC=C(C=C1)C12OCC(CO1)(CS2)CCC (1-(4-bromophenyl)-4-n-propyl-2,6-dioxa-7-thiabicyclo[2,2,2]octane). RXN SMILES: [OH:1][CH2:2][C:3]([CH2:9][OH:10])([CH2:6][CH2:7][CH3:8])[CH2:4][SH:5].CO[C:13](OC)(OC)[C:14]1[CH:19]=[CH:18][C:17]([Br:20])=[CH:16][CH:15]=1>>[Br:20][C:17]1[CH:18]=[CH:19][C:14]([C:13]23[S:5][CH2:4][C:3]([CH2:6][CH2:7][CH3:8])([CH2:9][O:10]2)[CH2:2][O:1]3)=[CH:15][CH:16]=1. Procedure: Using a method analogous to that described in stage iv of Example 5 2,2-di-hydroxymethyl-pentan-1-thiol and trimethyl 4-bromo-orthobenzoate were reacted together to give 1-(4-bromophenyl)-4-n-propyl-2,6-dioxa-7-thiabicyclo[2,2,2]octane (colourless solid).